From a dataset of the Open Reaction Database (ORD), a public repository of structured organic reaction records. describe an organic reaction: reactants, conditions, products, and yield Reactants: CC1CCCN1CCc1cc2cc(Br)ccc2o1, [Li]C(C)(C)C, CCCC[Sn](Cl)(CCCC)CCCC. Yields the product CCCC[Sn](CCCC)(CCCC)c1ccc2oc(CCN3CCCC3C)cc2c1. As a reaction SMILES: [Br:1][c:2]1[cH:3][cH:4][c:5]2[c:6]([cH:7][c:8]([CH2:10][CH2:11][N:12]3[CH:13]([CH3:17])[CH2:14][CH2:15][CH2:16]3)[o:9]2)[cH:18]1.[C:19]([Li:20])([CH3:21])([CH3:22])[CH3:23].[CH2:24]([CH2:25][CH2:26][CH3:27])[Sn:28]([CH2:29][CH2:30][CH2:31][CH3:32])([CH2:33][CH2:34][CH2:35][CH3:36])[Cl:37]>>[c:2]1([Sn:28]([CH2:24][CH2:25][CH2:26][CH3:27])([CH2:29][CH2:30][CH2:31][CH3:32])[CH2:33][CH2:34][CH2:35][CH3:36])[cH:3][cH:4][c:5]2[c:6]([cH:7][c:8]([CH2:10][CH2:11][N:12]3[CH:13]([CH3:17])[CH2:14][CH2:15][CH2:16]3)[o:9]2)[cH:18]1. Reaction SMILES: Cl[C:2]1[N:3]=[N:4][C:5]([CH3:8])=[CH:6][CH:7]=1.[C:9]([NH:12][CH2:13][CH2:14][NH2:15])(=[O:11])[CH3:10].C([O-])(O)=O.[Na+]>CN(C=O)C>[C:9]([NH:12][CH2:13][CH2:14][NH:15][C:2]1[N:3]=[N:4][C:5]([CH3:8])=[CH:6][CH:7]=1)(=[O:11])[CH3:10] |f:2.3|. Run in CN(C)C=O (DMF). Yields the product C(C)(=O)NCCNC=1N=NC(=CC1)C (N-Acetyl-N'-(6-methyl-3-pyridazinyl)ethylenediamine). Isolated yield 57.7%. Procedure details: A mixture of 3-chloro-6-methylpyridazine (1.29 g, 10 mmol), N-(acetyl)ethylenediamine (638 mg, 6.25 mmol) and NaHCO3 (1.6 g) in dry DMF (10 mL) was heated at reflux under argon for 20 h. The mixture was filtered, the filtrate concentrated, and the residue was dissolved in CH2Cl2 and purified by flash chromatography (silica gel, step gradient, 0-8% CH3OH/CH2Cl2) to yield the title compound as a yellow solid (700 mg, 44%): MS (ES) m/e 195.0 [M+H]+. Starting materials: ClC=1N=NC(=CC1)C (3-chloro-6-methylpyridazine), C(C)(=O)NCCN (N-(acetyl)ethylenediamine), C(=O)(O)[O-].[Na+] (NaHCO3). Reactants: ClCC(=O)O (chloroacetic acid), [OH-].[Na+] (NaOH), [O-]S(=O)[O-].[Na+].[Na+] (Na2SO3), C(=O)(O)[O-].[Na+] (NaHCO3), CC=1C=C(C=C(C1)C)S(=O)(=O)Cl (3,5-dimethylbenzene-1-sulfonyl chloride), Cl (HCl). The solvent is O (H2O), O (H2O). Run at temperature 135 celsius, time 2 hour. Product: CC1=CC(=CC(=C1)S(=O)(=O)C)C (1,3-dimethyl-5-(methylsulfonyl)benzene). Isolated yield 84.5%. Reaction SMILES: [O-]S([O-])=O.[Na+].[Na+].C([O-])(O)=O.[Na+].[CH3:12][C:13]1[CH:14]=[C:15]([S:20](Cl)(=[O:22])=[O:21])[CH:16]=[C:17]([CH3:19])[CH:18]=1.Cl[CH2:25]C(O)=O.[OH-].[Na+].Cl>O>[CH3:12][C:13]1[CH:14]=[C:15]([S:20]([CH3:25])(=[O:22])=[O:21])[CH:16]=[C:17]([CH3:19])[CH:18]=1 |f:0.1.2,3.4,7.8|. Procedure: To a stirring slurry of 3.2 g (25.4 mmol) of Na2SO3 and 6.2 g (73.8 mmol) of NaHCO3 in 20 mL of H2O at 75° C. was added 5.0 g (24.4 mmol) of 3,5-dimethylbenzene-1-sulfonyl chloride in several portions. After 2 h at 75° C., 3.5 g (37.0 mmol) of chloroacetic acid was added in portions followed by 1.5 g (37.5 mmol) of NaOH in 3 mL of H2O. The mixture was stirred at 135° C. for 13 h, and 3 N HCl was added to a pH=1. A colorless precipitate formed, and the mixture was filtered through a Buchner funne... Starting materials: F[B-](F)(F)F, CC(C)(C)OC(=O)N(CCOc1cc(Cl)cc(C(=O)O)c1)c1ccncc1, CNC1CCCCC1, CCN(C(C)C)C(C)C, CN(C)C=O, On1nnc2ccccc21, CN(C)C(On1nnc2ccccc21)=[N+](C)C. The product is CN(C(=O)c1cc(Cl)cc(OCCN(C(=O)OC(C)(C)C)c2ccncc2)c1)C1CCCCC1. RXN SMILES: [B-:28]([F:29])([F:30])([F:31])[F:32].[C:1]([CH3:2])([CH3:3])([CH3:4])[O:5][C:6](=[O:7])[N:8]([CH2:9][CH2:10][O:11][c:12]1[cH:13][c:14]([C:15](=[O:16])[OH:17])[cH:18][c:19]([Cl:21])[cH:20]1)[c:22]1[cH:23][cH:24][n:25][cH:26][cH:27]1.[CH3:69][NH:70][CH:71]1[CH2:72][CH2:73][CH2:74][CH2:75][CH2:76]1.[CH:60]([N:61]([CH2:62][CH3:63])[CH:64]([CH3:65])[CH3:66])([CH3:67])[CH3:68].[O:77]=[CH:78][N:79]([CH3:80])[CH3:81].[OH:50][n:51]1[c:52]2[c:53]([cH:54][cH:55][cH:56][cH:57]2)[n:58][n:59]1.[n:33]1([O:34][C:35]([N:36]([CH3:37])[CH3:38])=[N+:39]([CH3:40])[CH3:41])[c:42]2[cH:43][cH:44][cH:45][cH:46][c:47]2[n:48][n:49]1>>[C:1]([CH3:2])([CH3:3])([CH3:4])[O:5][C:6](=[O:7])[N:8]([CH2:9][CH2:10][O:11][c:12]1[cH:13][c:14]([C:15](=[O:17])[N:70]([CH3:69])[CH:71]2[CH2:72][CH2:73][CH2:74][CH2:75][CH2:76]2)[cH:18][c:19]([Cl:21])[cH:20]1)[c:22]1[cH:23][cH:24][n:25][cH:26][cH:27]1. Starting materials: P(=O)(Cl)(Cl)Cl (Phosphorus oxychloride), C(C)(C)(C)C=1N=C(SC1)C=1OC2=C(C1)C=C(C=C2)OCC2=C(OC(C(=O)N)CCC)C=CC=C2 (2-{2-{[2-(4-tert-butylthiazol-2-yl)benzofuran-5-yloxy]methyl}phenoxy]pentanamide). Solvent: CN(C=O)C (dimethylformamide). Conditions: time 2 hour. Yields the product C(C)(C)(C)C=1N=C(SC1)C=1OC2=C(C1)C=C(C=C2)OCC2=C(OC(C#N)CCC)C=CC=C2 (2-{2-{[2-(4-tert-butylthiazol-2-yl)benzofuran-5-yloxy]methyl}phenoxy}pentanenitrile). Isolated yield 92.3%. Reaction SMILES: P(Cl)(Cl)(Cl)=O.[C:6]([C:10]1[N:11]=[C:12]([C:15]2[O:16][C:17]3[CH:23]=[CH:22][C:21]([O:24][CH2:25][C:26]4[CH:39]=[CH:38][CH:37]=[CH:36][C:27]=4[O:28][CH:29]([CH2:33][CH2:34][CH3:35])[C:30]([NH2:32])=O)=[CH:20][C:18]=3[CH:19]=2)[S:13][CH:14]=1)([CH3:9])([CH3:8])[CH3:7]>CN(C)C=O>[C:6]([C:10]1[N:11]=[C:12]([C:15]2[O:16][C:17]3[CH:23]=[CH:22][C:21]([O:24][CH2:25][C:26]4[CH:39]=[CH:38][CH:37]=[CH:36][C:27]=4[O:28][CH:29]([CH2:33][CH2:34][CH3:35])[C:30]#[N:32])=[CH:20][C:18]=3[CH:19]=2)[S:13][CH:14]=1)([CH3:7])([CH3:8])[CH3:9]. Procedure: Phosphorus oxychloride (245 mg) was dissolved in dimethylformamide (2 ml) and the solution was ice-cooled. To this solution was added 2-{2-{[2-(4-tert-butylthiazol-2-yl)benzofuran-5-yloxy]methyl}phenoxy]pentanamide (510 mg), and the mixture was stirred for two hours at room temperature. The reaction mixture was concentrated, diluted with water, and extracted with ethyl acetate. The organic layer was washed with brine, dried over magnesium sulfate, and concentrated to give 2-{2-{[2-(4-tert-butylt... Starting materials: [BH4-], C=C(C=O)C1CN(C(=O)OCc2ccccc2)CC1C(=O)OC(C)(C)C, CCO, [Ce+3], [Cl-], [Cl-], [Cl-], [Na+], O, O, O, O, O, O, O. Product: C=C(CO)C1CN(C(=O)OCc2ccccc2)CC1C(=O)OC(C)(C)C. Reaction SMILES: [BH4-:12].[C:14]([CH3:15])([CH3:16])([CH3:17])[O:18][C:19](=[O:20])[CH:21]1[CH2:22][N:23]([C:30](=[O:31])[O:32][CH2:33][c:34]2[cH:35][cH:36][cH:37][cH:38][cH:39]2)[CH2:24][CH:25]1[C:26](=[CH2:27])[CH:28]=[O:29].[CH3:40][CH2:41][OH:42].[Ce+3:9].[Cl-:10].[Cl-:11].[Cl-:8].[Na+:13].[OH2:1].[OH2:2].[OH2:3].[OH2:4].[OH2:5].[OH2:6].[OH2:7]>>[C:14]([CH3:15])([CH3:16])([CH3:17])[O:18][C:19](=[O:20])[CH:21]1[CH2:22][N:23]([C:30](=[O:31])[O:32][CH2:33][c:34]2[cH:35][cH:36][cH:37][cH:38][cH:39]2)[CH2:24][CH:25]1[C:26](=[CH2:27])[CH2:28][OH:29]. RXN SMILES: [H-].[H-].[H-].[H-].[Li+].[Al+3].[C:7]([C:12]1[N:16]2[CH:17]=[C:18]([CH3:33])[CH:19]=[C:20]([NH:21][CH2:22][C:23]3[C:28]([CH3:29])=[CH:27][C:26]([F:30])=[CH:25][C:24]=3[CH2:31][CH3:32])[C:15]2=[N:14][C:13]=1[CH3:34])(OCC)=[O:8].O.[OH-].[Na+]>O1CCCC1>[CH3:34][C:13]1[N:14]=[C:15]2[C:20]([NH:21][CH2:22][C:23]3[C:28]([CH3:29])=[CH:27][C:26]([F:30])=[CH:25][C:24]=3[CH2:31][CH3:32])=[CH:19][C:18]([CH3:33])=[CH:17][N:16]2[C:12]=1[CH2:7][OH:8] |f:0.1.2.3.4.5,8.9|. Solvent: O1CCCC1 (tetrahydrofuran), O1CCCC1 (tetrahydrofuran). Yield: 89.8%. Product: CC=1N=C2N(C=C(C=C2NCC2=C(C=C(C=C2C)F)CC)C)C1CO (2,6-dimethyl-8-(2-ethyl-4-fluoro-6-methylbenzylamino)-3-hydroxymethylimidazo[1,2-a]pyridine). Procedure details: To a mixture of LiAlH4 (0.08 g, 2.1 mmol) in tetrahydrofuran (15 ml) was added 3-carboethoxy-2,6-dimethyl-8-(2-ethyl-4-fluoro-6-methylbenzylamino)imidazo[1,2-a]pyridine (0.4g, 1.0) mmol in tetrahydrofuran (15 ml). After stirring the mixture at room temperature for 4 h., 0.1 ml of water was added dropwise, followed by 0.1 ml of 15% sodium hydroxide and then 0.3 ml of water. The solids were removed by filtration and washed thoroughly with tetrahydrofuran. The filtrate and washings were combined an... Reactants: C(=O)(OCC)C1=C(N=C2N1C=C(C=C2NCC2=C(C=C(C=C2C)F)CC)C)C (3-carboethoxy-2,6-dimethyl-8-(2-ethyl-4-fluoro-6-methylbenzylamino)imidazo[1,2-a]pyridine), [OH-].[Na+] (sodium hydroxide), [H-].[H-].[H-].[H-].[Li+].[Al+3] (LiAlH4), O (water), O (water). Run at time 4 hour. The reactants are CCOCC, [Li], N, CCOP(=O)(OCC)Oc1ccc(C)cc1C(C)(C)C. Yields the product Cc1cccc(C(C)(C)C)c1. As a reaction SMILES: [CH3:23][CH2:24][O:25][CH2:26][CH3:27].[Li:22].[NH3:1].[P:2]([O:3][CH2:4][CH3:16])([O:17][CH2:18][CH3:19])([O:20][c:5]1[c:6]([C:12]([CH3:13])([CH3:14])[CH3:15])[cH:7][c:8]([CH3:11])[cH:9][cH:10]1)=[O:21]>>[cH:5]1[c:6]([C:12]([CH3:13])([CH3:14])[CH3:15])[cH:7][c:8]([CH3:11])[cH:9][cH:10]1.